From a dataset of the Open Reaction Database (ORD), a public repository of structured organic reaction records. describe an organic reaction: reactants, conditions, products, and yield Solvent: C(C)(=O)OCC (ethyl acetate), C1CCOC1 (THF), O (water). Procedure details: To a solution of rac-3-(4-{[(2′S,3′R,4′S,5′R)-6-chloro-4′-(3-chloro-2-fluoro-phenyl)-2′-(2,2-dimethyl-propyl)-2-oxo-1,2-dihydro-spiro[indole-3,3′-pyrrolidine]-5′-carbonyl]amino}-phenyl)-propionic acid methyl ester (49 mg, 0.078 mmol) in THF (3 mL) was added LiOH monohydrate (14 mg, 0.326 mmol) in water (2 mL) and the reaction mixture was allowed to stir at rt overnight. The mixture was then treated with 1N HCl to slightly acidic, diluted with ethyl acetate (80 mL), washed with water (2×15 mL), d... As a reaction SMILES: C[O:2][C:3](=[O:43])[CH2:4][CH2:5][C:6]1[CH:11]=[CH:10][C:9]([NH:12][C:13]([C@@H:15]2[NH:19][C@@H:18]([CH2:20][C:21]([CH3:24])([CH3:23])[CH3:22])[C@:17]3([C:32]4[C:27](=[CH:28][C:29]([Cl:33])=[CH:30][CH:31]=4)[NH:26][C:25]3=[O:34])[C@H:16]2[C:35]2[CH:40]=[CH:39][CH:38]=[C:37]([Cl:41])[C:36]=2[F:42])=[O:14])=[CH:8][CH:7]=1.Cl>C1COCC1.O.C(OCC)(=O)C>[Cl:33][C:29]1[CH:28]=[C:27]2[NH:26][C:25](=[O:34])[C@:17]3([C@@H:16]([C:35]4[CH:40]=[CH:39][CH:38]=[C:37]([Cl:41])[C:36]=4[F:42])[C@H:15]([C:13]([NH:12][C:9]4[CH:10]=[CH:11][C:6]([CH2:5][CH2:4][C:3]([OH:43])=[O:2])=[CH:7][CH:8]=4)=[O:14])[NH:19][C@H:18]3[CH2:20][C:21]([CH3:23])([CH3:22])[CH3:24])[C:32]2=[CH:31][CH:30]=1. Product: ClC1=CC=C2C(=C1)NC([C@@]21[C@@H](N[C@H]([C@@H]1C1=C(C(=CC=C1)Cl)F)C(=O)NC1=CC=C(C=C1)CCC(=O)O)CC(C)(C)C)=O (rac-3-(4-{[(2′S,3′R,4′S,5′R)-6-chloro-4′-(3-chloro-2-fluoro-phenyl)-2′-(2,2-dimethyl-propyl)-2-oxo-1,2-dihydro-spiro[indole-3,3′-pyrrolidine]-5′-carbonyl]-amino}-phenyl)-propionic acid). Isolated yield 73.3%. Conditions: time 8 hour. Starting materials: Cl (HCl), COC(CCC1=CC=C(C=C1)NC(=O)[C@H]1[C@@H]([C@@]2([C@@H](N1)CC(C)(C)C)C(NC1=CC(=CC=C12)Cl)=O)C1=C(C(=CC=C1)Cl)F)=O (rac-3-(4-{[(2′S,3′R,4′S,5′R)-6-chloro-4′-(3-chloro-2-fluoro-phenyl)-2′-(2,2-dimethyl-propyl)-2-oxo-1,2-dihydro-spiro[indole-3,3′-pyrrolidine]-5′-carbonyl]amino}-phenyl)-propionic acid methyl ester), LiOH monohydrate. The product is COC(=O)CCCC#Cc1ccc(C(=O)OC)cc1NC(C)=O. RXN SMILES: [C:1]([CH3:2])(=[O:3])[NH:4][c:5]1[cH:6][c:7]([C:8](=[O:9])[O:10][CH3:11])[cH:12][cH:13][c:14]1[O:15][S:16]([C:17]([F:18])([F:19])[F:20])(=[O:21])=[O:22].[C:23]([CH2:24][CH2:25][CH2:26][C:27]#[CH:28])(=[O:29])[O:30][CH3:31].[CH2:51]([NH:52][CH2:53][CH3:54])[CH3:55].[Cl:56][Pd:57][Cl:58].[Cl:59][Cu:60].[c:32]1([P:33]([c:34]2[cH:35][cH:36][cH:37][cH:38][cH:39]2)[c:40]2[cH:41][cH:42][cH:43][cH:44][cH:45]2)[cH:46][cH:47][cH:48][cH:49][cH:50]1>>[C:1]([CH3:2])(=[O:3])[NH:4][c:5]1[cH:6][c:7]([C:8](=[O:9])[O:10][CH3:11])[cH:12][cH:13][c:14]1[C:28]#[C:27][CH2:26][CH2:25][CH2:24][C:23](=[O:29])[O:30][CH3:31]. Starting materials: COC(=O)c1ccc(OS(=O)(=O)C(F)(F)F)c(NC(C)=O)c1, C#CCCCC(=O)OC, CCNCC, Cl[Pd]Cl, Cl[Cu], c1ccc(P(c2ccccc2)c2ccccc2)cc1. Starting materials: CCOC(C)=O, COCCOC, Cc1c(Nc2c(I)cncc2C#N)cc(Cl)c2[nH]ccc12, CC(C)OB(OC(C)C)c1ccc(OCCCl)cc1, [Na+], [Na+], O=C([O-])[O-], c1ccc(P(c2ccccc2)(c2ccccc2)[Pd](P(c2ccccc2)(c2ccccc2)c2ccccc2)(P(c2ccccc2)(c2ccccc2)c2ccccc2)P(c2ccccc2)(c2ccccc2)c2ccccc2)cc1. The product is Cc1c(Nc2c(C#N)cncc2-c2ccc(OCCCl)cc2)cc(Cl)c2[nH]ccc12. Reaction SMILES: [CH3:47][CH2:48][O:49][C:50](=[O:51])[CH3:52].[CH3:53][O:54][CH2:55][CH2:56][O:57][CH3:58].[Cl:1][c:2]1[cH:3][c:4]([NH:12][c:13]2[c:14]([I:21])[cH:15][n:16][cH:17][c:18]2[C:19]#[N:20])[c:5]([CH3:11])[c:6]2[cH:7][cH:8][nH:9][c:10]12.[Cl:22][CH2:23][CH2:24][O:25][c:26]1[cH:27][cH:28][c:29]([B:32]([O:33][CH:34]([CH3:35])[CH3:36])[O:37][CH:38]([CH3:39])[CH3:40])[cH:30][cH:31]1.[Na+:41].[Na+:42].[O-:43][C:44](=[O:45])[O-:46].[cH:59]1[cH:60][cH:61][c:62]([P:63]([Pd:64]([P:65]([c:66]2[cH:67][cH:68][cH:69][cH:70][cH:71]2)([c:72]2[cH:73][cH:74][cH:75][cH:76][cH:77]2)[c:78]2[cH:79][cH:80][cH:81][cH:82][cH:83]2)([P:84]([c:85]2[cH:86][cH:87][cH:88][cH:89][cH:90]2)([c:91]2[cH:92][cH:93][cH:94][cH:95][cH:96]2)[c:97]2[cH:98][cH:99][cH:100][cH:101][cH:102]2)[P:103]([c:104]2[cH:105][cH:106][cH:107][cH:108][cH:109]2)([c:110]2[cH:111][cH:112][cH:113][cH:114][cH:115]2)[c:116]2[cH:117][cH:118][cH:119][cH:120][cH:121]2)([c:122]2[cH:123][cH:124][cH:125][cH:126][cH:127]2)[c:128]2[cH:129][cH:130][cH:131][cH:132][cH:133]2)[cH:134][cH:135]1>>[Cl:1][c:2]1[cH:3][c:4]([NH:12][c:13]2[c:14](-[c:29]3[cH:28][cH:27][c:26]([O:25][CH2:24][CH2:23][Cl:22])[cH:31][cH:30]3)[cH:15][n:16][cH:17][c:18]2[C:19]#[N:20])[c:5]([CH3:11])[c:6]2[cH:7][cH:8][nH:9][c:10]12. Reactants: C1(CCCCC1)COC(=O)N[C@@H](CC1=CC=C(C=C1)O)C(=O)O (N-(cyclohexylmethoxycarbonyl)-tyrosine), Cl (hydrochloric acid), [BH4-].[Na+] (sodium borohydride), B(F)(F)F.CCOCC (boron trifluoride etherate). The solvent is O1CCCC1 (tetrahydrofuran), O1CCCC1 (tetrahydrofuran). Conditions: time 10 minute. The product is C1(CCCCC1)COC(=O)N[C@@H](CC1=CC=C(C=C1)O)CO (N-(cyclohexylmethoxycarbonyl)tyrosinol). Reaction SMILES: [CH:1]1([CH2:7][O:8][C:9]([NH:11][C@H:12]([C:21](O)=[O:22])[CH2:13][C:14]2[CH:19]=[CH:18][C:17]([OH:20])=[CH:16][CH:15]=2)=[O:10])[CH2:6][CH2:5][CH2:4][CH2:3][CH2:2]1.[BH4-].[Na+].B(F)(F)F.CCOCC.Cl>O1CCCC1>[CH:1]1([CH2:7][O:8][C:9]([NH:11][C@H:12]([CH2:21][OH:22])[CH2:13][C:14]2[CH:19]=[CH:18][C:17]([OH:20])=[CH:16][CH:15]=2)=[O:10])[CH2:6][CH2:5][CH2:4][CH2:3][CH2:2]1 |f:1.2,3.4|. Reported procedure: In 50 ml of tetrahydrofuran was dissolved 1.0 g of N-(cyclohexylmethoxycarbonyl)-tyrosine. To the solution, 380 mg of sodium borohydride was added with stirring. After 10 minutes, to the mixture was added dropwise 15 ml of tetrahydrofuran solution containing 1.45 ml of boron trifluoride etherate. The mixture was stirred for 20 hours. After addition of 3% hydrochloric acid, the mixture was concentrated and extracted with ethyl acetate. The extract was washed with water, dried and concentrated to ... Solvent: C(C)#N (acetonitrile). Yields the product CC1N(CCC1)CCC=1OC2=C(C1)C=C(C=C2)C2=C1CCCC1=NC1=CC=NN21 (8-{2-[2-(2-Methyl-pyrrolidin-1-yl)-ethyl]-benzofuran-5-yl}-6,7-dihydro-5H-1,4,8a-triaza-s-indacene). Procedure details: Methanesulfonic acid 2-[5-(6,7-dihydro-5H-1,4,8a-triaza-s-indacen-8-yl)-benzo-furan-2-yl]-ethyl ester (0.085 mmol) was dissolved in acetonitrile (2 ml) followed by addition of 2-methylpyrrolidine (0.85 mmol) and potassium carbonate (0.425 mmol) and heated to 70° C. for 24 hours. The reaction was cooled, filtered and concentrated. The residue was purified via preparative HPLC to give the title compound. Run at temperature 70 celsius. Reactants: CC1NCCC1 (2-methylpyrrolidine), C([O-])([O-])=O.[K+].[K+] (potassium carbonate), N1=CC=C2N=C3CCCC3=C(N12)C=1C=CC2=C(C=C(O2)CCOS(=O)(=O)C)C1 (Methanesulfonic acid 2-[5-(6,7-dihydro-5H-1,4,8a-triaza-s-indacen-8-yl)-benzo-furan-2-yl]-ethyl ester). Reaction SMILES: [N:1]1[N:12]2[C:4]([N:5]=[C:6]3[C:10](=[C:11]2[C:13]2[CH:14]=[CH:15][C:16]4[O:20][C:19]([CH2:21][CH2:22]OS(C)(=O)=O)=[CH:18][C:17]=4[CH:28]=2)[CH2:9][CH2:8][CH2:7]3)=[CH:3][CH:2]=1.[CH3:29][CH:30]1[CH2:34][CH2:33][CH2:32][NH:31]1.C(=O)([O-])[O-].[K+].[K+]>C(#N)C>[CH3:29][CH:30]1[CH2:34][CH2:33][CH2:32][N:31]1[CH2:22][CH2:21][C:19]1[O:20][C:16]2[CH:15]=[CH:14][C:13]([C:11]3[N:12]4[C:4](=[CH:3][CH:2]=[N:1]4)[N:5]=[C:6]4[C:10]=3[CH2:9][CH2:8][CH2:7]4)=[CH:28][C:17]=2[CH:18]=1 |f:2.3.4|. Reactants: COc1ccc(Br)cc1C=O, CO, OO, O=S(=O)(O)O. Yields the product COc1ccc(Br)cc1O. As a reaction SMILES: [Br:1][c:2]1[cH:3][cH:4][c:5]([O:10][CH3:11])[c:6]([CH:7]=[O:8])[cH:9]1.[CH3:19][OH:20].[OH:12][OH:13].[S:14]([OH:15])(=[O:16])(=[O:17])[OH:18]>>[Br:1][c:2]1[cH:3][cH:4][c:5]([O:10][CH3:11])[c:6]([OH:15])[cH:9]1.